From a dataset of the Open Reaction Database (ORD), a public repository of structured organic reaction records. describe an organic reaction: reactants, conditions, products, and yield Reactants: CNCCN, CCO, c1ccc(N2CCOCC2)c(N=C2NCCN2)c1. Product: CN1CCNC1=Nc1ccccc1N1CCOCC1. As a reaction SMILES: [CH3:19][NH:20][CH2:21][CH2:22][NH2:23].[CH3:24][CH2:25][OH:26].[NH:1]1[C:2](=[N:6][c:7]2[c:8]([N:13]3[CH2:14][CH2:15][O:16][CH2:17][CH2:18]3)[cH:9][cH:10][cH:11][cH:12]2)[NH:3][CH2:4][CH2:5]1>>[N:1]1([CH3:19])[C:2](=[N:6][c:7]2[c:8]([N:13]3[CH2:14][CH2:15][O:16][CH2:17][CH2:18]3)[cH:9][cH:10][cH:11][cH:12]2)[NH:3][CH2:4][CH2:5]1. The reactants are C(C)(C)(C)OC(=O)NCC1=C(CC=CC1)CC(=O)O (α-[2-(t-butoxycarbonylaminomethyl)-1,4-cyclohexadienyl]-acetic acid), [H][H] (hydrogen). The reagents and catalysts are [Pd] (palladium on charcoal). Solvent: [OH-].[NH4+] (ammonium hydroxide). Product: C(C)(C)(C)OC(=O)NCC1=C(CCCC1)CC(=O)O ([2-(N-t-Butoxycarbonylaminomethyl)-1-cyclohexen-1-yl]acetic acid). Reaction SMILES: [C:1]([O:5][C:6]([NH:8][CH2:9][C:10]1[CH2:15][CH:14]=[CH:13][CH2:12][C:11]=1[CH2:16][C:17]([OH:19])=[O:18])=[O:7])([CH3:4])([CH3:3])[CH3:2].[H][H]>[OH-].[NH4+].[Pd]>[C:1]([O:5][C:6]([NH:8][CH2:9][C:10]1[CH2:15][CH2:14][CH2:13][CH2:12][C:11]=1[CH2:16][C:17]([OH:19])=[O:18])=[O:7])([CH3:4])([CH3:2])[CH3:3] |f:2.3|. Procedure: A solution of α-[2-(t-butoxycarbonylaminomethyl)-1,4-cyclohexadienyl]-acetic acid (1.33 g., 5 mmoles) in 3% ammonium hydroxide (10 ml.) was hydrogenated at 40 psi with palladium on charcoal (10%, 0.2 g.). A theoretical amount of hydrogen was taken up in 3 hours. The catalyst was removed and the filtrate was acidified to pH 2 with dil. HCl and extracted with ethyl acetate (2×50 ml.). The combined extracts were washed with water (20 ml.), dried with Na2SO4 and evaporated under reduced pressure to ...